This data is from the Open Reaction Database (ORD), a public repository of structured organic reaction records. The task is: describe an organic reaction: reactants, conditions, products, and yield Reactants: C(CC(=O)C)(=O)OCC (ethyl acetoacetate), BrCC1OCCCO1 (2-bromomethyl-1,3-dioxane). Yields the product O1C(OC=C1)CCC(CC(=O)OCC)=O (Ethyl 5-(1,3-dioxolyl)-3-oxopentanoate). RXN SMILES: [C:1]([O:7][CH2:8][CH3:9])(=[O:6])[CH2:2][C:3]([CH3:5])=[O:4].Br[CH2:11][CH:12]1[O:17][CH2:16][CH2:15]C[O:13]1>>[O:17]1[CH:16]=[CH:15][O:13][CH:12]1[CH2:11][CH2:5][C:3](=[O:4])[CH2:2][C:1]([O:7][CH2:8][CH3:9])=[O:6]. Reported procedure: The title compound was synthesized from ethyl acetoacetate and 2-bromomethyl-1,3-dioxane, according to the procedure of Huckin and Weiler, Tetrahedron Lett. 3927, (1971). The reactants are CCOC(=O)c1ccc2[nH]c(C)c(C)c2c1, Cc1ccccc1, NC1CCCCC1N, [Cu]I, Ic1ccccc1, [K+], [K+], [K+], O=P([O-])([O-])[O-]. The product is CCOC(=O)c1ccc2c(c1)c(C)c(C)n2-c1ccccc1. RXN SMILES: [CH3:1][c:2]1[nH:3][c:4]2[cH:5][cH:6][c:7]([C:12](=[O:13])[O:14][CH2:15][CH3:16])[cH:8][c:9]2[c:10]1[CH3:11].[CH3:40][c:41]1[cH:42][cH:43][cH:44][cH:45][cH:46]1.[CH:32]1([NH2:33])[CH2:34][CH2:35][CH2:36][CH2:37][CH:38]1[NH2:39].[Cu:47][I:48].[I:17][c:18]1[cH:19][cH:20][cH:21][cH:22][cH:23]1.[K+:29].[K+:30].[K+:31].[P:24]([O-:25])([O-:26])([O-:27])=[O:28]>>[CH3:1][c:2]1[n:3](-[c:18]2[cH:19][cH:20][cH:21][cH:22][cH:23]2)[c:4]2[cH:5][cH:6][c:7]([C:12](=[O:13])[O:14][CH2:15][CH3:16])[cH:8][c:9]2[c:10]1[CH3:11]. Reactants: C(CCC)[C@@H]1CC(NC1)=O ((R)-4-butylpyrrolidin-2-one), [H-].[Na+] (sodium hydride), C(C1=CC=CC=C1)OCCCCCBr (5-benzyloxypentyl bromide). The solvent is CN(C=O)C (dimethylformamide), C(C)(=O)OCC (ethyl acetate). Conditions: temperature 0 celsius, time 30 minute. Product: C(C1=CC=CC=C1)OCCCCCN1C(C[C@H](C1)CCCC)=O ((R)-1-(5-benzyloxypentyl)-4-butylpyrrolidin-2-one). The yield is 79.3%. As a reaction SMILES: [CH2:1]([C@H:5]1[CH2:9][NH:8][C:7](=[O:10])[CH2:6]1)[CH2:2][CH2:3][CH3:4].[H-].[Na+].[CH2:13]([O:20][CH2:21][CH2:22][CH2:23][CH2:24][CH2:25]Br)[C:14]1[CH:19]=[CH:18][CH:17]=[CH:16][CH:15]=1>CN(C)C=O.C(OCC)(=O)C>[CH2:13]([O:20][CH2:21][CH2:22][CH2:23][CH2:24][CH2:25][N:8]1[CH2:9][C@H:5]([CH2:1][CH2:2][CH2:3][CH3:4])[CH2:6][C:7]1=[O:10])[C:14]1[CH:19]=[CH:18][CH:17]=[CH:16][CH:15]=1 |f:1.2|. Procedure details: To a solution of (R)-4-butylpyrrolidin-2-one (0.42 g, 2.9 mmol) in dry dimethylformamide (10 mL) under argon was slowly added sodium hydride (60% in mineral oil, 0.14 g, 3.5 mmol) at 0° C. After stirring at 0° C. for 30 minutes, 5-benzyloxypentyl bromide (0.9 g, 3.5 mmol) was added dropwise. The resulting mixture was stirred at room temperature overnight and then diluted with ethyl acetate (50 mL). The organic solution was washed with water (4×30 mL) and brine (30 mL), dried (Na2SO4) and concent... Reactants: ice water, ClC(C(=O)OCC)C(C1=CC=CC=C1)=O (ethyl 2-chloro-3-oxo-3-phenylpropionate), C(C)(=O)O (acetic acid), [BH4-].[Na+] (Sodium borohydride). Run in C(C)O (ethanol). Conditions: time 10 minute. Yields the product ClC(C(=O)OCC)C(C1=CC=CC=C1)O (Ethyl 2-chloro-3-hydroxy-3-phenylpropionate). As a reaction SMILES: [Cl:1][CH:2]([C:8](=[O:15])[C:9]1[CH:14]=[CH:13][CH:12]=[CH:11][CH:10]=1)[C:3]([O:5][CH2:6][CH3:7])=[O:4].C(O)(=O)C.[BH4-].[Na+]>C(O)C>[Cl:1][CH:2]([CH:8]([OH:15])[C:9]1[CH:10]=[CH:11][CH:12]=[CH:13][CH:14]=1)[C:3]([O:5][CH2:6][CH3:7])=[O:4] |f:2.3|. Procedure: A solution of ethyl 2-chloro-3-oxo-3-phenylpropionate (CI, 100 g, 0.44 mol) and glacial acetic acid (25 ml, 0.44 mol) in ethanol 1 l) is cooled to −5° and stirred for 10 min. Sodium borohydride pellets (12.54 g, 0.33 mol, diam. 11 mm) are added in portions (4.2 g×3) with vigorous stirring. The reaction temperature is maintained at −5 to 0°. After the addition, the reaction mixture is stirred continuously at 0° for 5 hr and is then poured slowly into ice-water with stirring. The mixture is extrac...